This data is from the Open Reaction Database (ORD), a public repository of structured organic reaction records. The task is: describe an organic reaction: reactants, conditions, products, and yield The reactants are ON1N=C(C=C1)C=1SC=CC1 (1-hydroxy-3-(2-thienyl)pyrazole), CN(C(=O)Cl)C1=CC=CC=C1 (N-methyl-N-phenylcarbamoyl chloride). The product is S1C(=CC=C1)C1=NN(C=C1)OC(N(C1=CC=CC=C1)C)=O (Methyl-phenyl-carbamic acid 3-thiophen-2-yl-pyrazol-1-yl ester). Reaction SMILES: [OH:1][N:2]1[CH:6]=[CH:5][C:4]([C:7]2[S:8][CH:9]=[CH:10][CH:11]=2)=[N:3]1.[CH3:12][N:13]([C:17]1[CH:22]=[CH:21][CH:20]=[CH:19][CH:18]=1)[C:14](Cl)=[O:15]>>[S:8]1[CH:9]=[CH:10][CH:11]=[C:7]1[C:4]1[CH:5]=[CH:6][N:2]([O:1][C:14](=[O:15])[N:13]([CH3:12])[C:17]2[CH:22]=[CH:21][CH:20]=[CH:19][CH:18]=2)[N:3]=1. Reported procedure: The title compound was prepared from 1-hydroxy-3-(2-thienyl)pyrazole and N-methyl-N-phenylcarbamoyl chloride applying the general procedure 8. The crude product was purified by flash chromatography (Quad flash 12, EtOAc-heptane) (66%, oil). Reactants: CC1(OCCO1)C1=CC=C(O1)CN1N=CC(=C1)N (1-[5-(2-methyl-[1,3]dioxolan-2-yl)-furan-2-ylmethyl]-1H-pyrazol-4-ylamine), ClC1=C(C=CC(=C1)F)/C=C/C(=O)O ((E)-3-(2-chloro-4-fluoro-phenyl)-acrylic acid). The product is C(C)(=O)C1=CC=C(O1)CN1N=CC(=C1)NC(\C=C\C1=C(C=C(C=C1)F)Cl)=O ((E)-N-[1-(5-Acetyl-furan-2-ylmethyl)-1H-pyrazol-4-yl]-3-(2-chloro-4-fluoro-phenyl)-acrylamide). As a reaction SMILES: [CH3:1][C:2]1([C:7]2[O:11][C:10]([CH2:12][N:13]3[CH:17]=[C:16]([NH2:18])[CH:15]=[N:14]3)=[CH:9][CH:8]=2)[O:6]CCO1.[Cl:19][C:20]1[CH:25]=[C:24]([F:26])[CH:23]=[CH:22][C:21]=1/[CH:27]=[CH:28]/[C:29](O)=[O:30]>>[C:2]([C:7]1[O:11][C:10]([CH2:12][N:13]2[CH:17]=[C:16]([NH:18][C:29](=[O:30])/[CH:28]=[CH:27]/[C:21]3[CH:22]=[CH:23][C:24]([F:26])=[CH:25][C:20]=3[Cl:19])[CH:15]=[N:14]2)=[CH:9][CH:8]=1)(=[O:6])[CH3:1]. Procedure details: Following general procedure B followed by either C or D, starting from 1-[5-(2-methyl-[1,3]dioxolan-2-yl)-furan-2-ylmethyl]-1H-pyrazol-4-ylamine and (E)-3-(2-chloro-4-fluoro-phenyl)-acrylic acid. Starting materials: ClCCCN1N=NC2=C1C=C(C=C2)OC (N-(3-chloropropyl)-6-methoxyl benzotriazole), O1N=C(C2=C1C=CC=C2)C2CCNCC2 (4-(3-benzisoxazolyl) piperidine), C(C)(C)N(CC)C(C)C (diisopropylethylamine), [I-].[K+] (potassium iodide). The solvent is C(C)#N (acetonitrile). Conditions: time 10 minute. Yields the product O(C)C=1C=C(C2=C(NN=N2)C1)CCCN1CCC(CC1)C1=NOC2=C1C=CC=C2 (N-(3-(6-methoxyl benzotriazolyl)propyl)-4-(3-benzisoxazolyl)piperidine). Yield: 67.1%. Reaction SMILES: ClCCC[N:5]1[C:9]2[CH:10]=[C:11]([O:14][CH3:15])[CH:12]=[CH:13][C:8]=2[N:7]=[N:6]1.[O:16]1[C:20]2[CH:21]=[CH:22][CH:23]=[CH:24][C:19]=2[C:18]([CH:25]2[CH2:30][CH2:29][NH:28][CH2:27][CH2:26]2)=[N:17]1.[CH:31](N(C(C)C)CC)([CH3:33])[CH3:32].[I-].[K+]>C(#N)C>[O:14]([C:11]1[CH:12]=[C:13]([CH2:32][CH2:31][CH2:33][N:28]2[CH2:29][CH2:30][CH:25]([C:18]3[C:19]4[CH:24]=[CH:23][CH:22]=[CH:21][C:20]=4[O:16][N:17]=3)[CH2:26][CH2:27]2)[C:8]2[N:7]=[N:6][NH:5][C:9]=2[CH:10]=1)[CH3:15] |f:3.4|. Reported procedure: N-(3-chloropropyl)-6-methoxyl benzotriazole (0.06 mol) was dissolved into 150 ml of acetonitrile, 4-(3-benzisoxazolyl) piperidine (0.05 mol), diisopropylethylamine (0.2 mol) and potassium iodide (0.05 mol) were respectively added. The mixture was stirred for 10 min at ambient temperature, and then heated and refluxed to react for 15 hours. The mixture was cooled down to ambient temperature and filtered. The filtrate was concentrated to produce oily products, and treated by chromatography with ne... Yield: 47.0%. The reactants are FC1=C(C(=C(C(=C1OC(CNC(C1=CC=C(C=C1)OCC1=CC=CC=C1)=O)=O)F)F)F)F (N-(4-(Phenylmethoxy)benzoyl)glycine pentafluorophenyl ester), COC(CNC(C1=CC=C(C=C1)OCC1=CC=CC=C1)=O)=O (N-(4-(Phenyl-methoxy)benzoyl)glycine methyl ester). Yields the product C1(=CC=CC=C1)COC1=CC=C(C(=O)NCC(=O)O)C=C1 (N-(4-(phenylmethoxy)benzoyl)glycine). RXN SMILES: FC1C([O:8][C:9](=[O:28])[CH2:10][NH:11][C:12](=[O:27])[C:13]2[CH:18]=[CH:17][C:16]([O:19][CH2:20][C:21]3[CH:26]=[CH:25][CH:24]=[CH:23][CH:22]=3)=[CH:15][CH:14]=2)=C(F)C(F)=C(F)C=1F.COC(=O)CNC(=O)C1C=CC(OCC2C=CC=CC=2)=CC=1>[OH-].[Na+]>[C:21]1([CH2:20][O:19][C:16]2[CH:17]=[CH:18][C:13]([C:12]([NH:11][CH2:10][C:9]([OH:28])=[O:8])=[O:27])=[CH:14][CH:15]=2)[CH:22]=[CH:23][CH:24]=[CH:25][CH:26]=1 |f:2.3|. Solvent: [OH-].[Na+] (sodium hydroxide). Procedure: N-(4-(Phenylmethoxy)benzoyl)glycine pentafluorophenyl ester. N-(4-(Phenyl-methoxy)benzoyl)glycine methyl ester (14.75 g, 49.2 mmol) was boiled under reflux with methanolic sodium hydroxide (1M) (80 mL) for 2 h. The solvent was evaporated under reduced pressure. The residue was dissolved in water and was acidified by addition of aqueous hydrochloric acid. The suspension was extracted with ethyl acetate. The extract was washed with saturated brine and was dried with anhydrous magnesium sulphate. T... The reactants are CC(C)([O-])C.[K+] (Potassium t-butoxide), COC1=NC(=NC(=C1)OC)NS(=O)(=O)C(C(=O)OC)C(C)C (Methyl 2-(4,6-dimethoxypyrimidin-2-ylsulfamoyl)-3-methylbutanoate), Cl (hydrochloric acid), IC (iodomethane). Solvent: O1CCCC1 (tetrahydrofuran), CCOCC (ether), O (water), O1CCCC1 (tetrahydrofuran). Conditions: temperature 5 celsius, time 24 hour. The product is COC1=NC(=NC(=C1)OC)NS(=O)(=O)C(C(=O)OC)(C(C)C)C (Methyl 2-(4,6-dimethoxypyrimidin-2-ylsulfamoyl)-2,3-dimethylbutanoate). Yield: 90.8%. RXN SMILES: [CH3:1]C(C)([O-])C.[K+].[CH3:7][O:8][C:9]1[CH:14]=[C:13]([O:15][CH3:16])[N:12]=[C:11]([NH:17][S:18]([CH:21]([CH:26]([CH3:28])[CH3:27])[C:22]([O:24][CH3:25])=[O:23])(=[O:20])=[O:19])[N:10]=1.IC.Cl>O1CCCC1.CCOCC.O>[CH3:7][O:8][C:9]1[CH:14]=[C:13]([O:15][CH3:16])[N:12]=[C:11]([NH:17][S:18]([C:21]([CH3:1])([CH:26]([CH3:28])[CH3:27])[C:22]([O:24][CH3:25])=[O:23])(=[O:20])=[O:19])[N:10]=1 |f:0.1|. Procedure details: Potassium t-butoxide (5.3 g) was added with stirring and cooling to the product of Example 1 (7.5 g) in dry tetrahydrofuran (120 ml). The mixture was stirred for 41/2 hours at room temperature, and was then cooled to 5° C., when iodomethane (3.2 g) in dry tetrahydrofuran (10 ml) was added dropwise. Stirring was continued at room temperature for 24 hours, and the intermittently for 7 days. The solvent was run off under vacuum, and the residue was stirred with ice, water and ether while being acid... Starting materials: C(C1=CC=CC=C1)OC1=C(C=O)C=C(C=C1)O (2-benzyloxy-5-hydroxybenzaldehyde), C(C)I (ethyl iodide), C([O-])([O-])=O.[K+].[K+] (potassium carbonate), CN(C=O)C (N,N-dimethylformamide). Run in O (water). Run at time 15 hour. The product is C(C1=CC=CC=C1)OC1=C(C=O)C=C(C=C1)OCC (2-benzyloxy-5-ethoxybenzaldehyde). Isolated yield 92.2%. RXN SMILES: [CH2:1]([O:8][C:9]1[CH:16]=[CH:15][C:14]([OH:17])=[CH:13][C:10]=1[CH:11]=[O:12])[C:2]1[CH:7]=[CH:6][CH:5]=[CH:4][CH:3]=1.[CH2:18](I)[CH3:19].C(=O)([O-])[O-].[K+].[K+].CN(C)C=O>O>[CH2:1]([O:8][C:9]1[CH:16]=[CH:15][C:14]([O:17][CH2:18][CH3:19])=[CH:13][C:10]=1[CH:11]=[O:12])[C:2]1[CH:3]=[CH:4][CH:5]=[CH:6][CH:7]=1 |f:2.3.4|. Procedure: A mixture of 2-benzyloxy-5-hydroxybenzaldehyde (8.93 g), ethyl iodide (7.31 g), anhydrous potassium carbonate (5.40 g) and N,N-dimethylformamide (50 mL) was stirred at room temperature for 15 hrs. The reaction mixture was poured into water and extracted with ethyl acetate. The organic layer was washed with saturated brine, dried over anhydrous magnesium sulfate, and concentrated. The obtained residue was subjected to silica gel column chromatography to give 2-benzyloxy-5-ethoxybenzaldehyde as a ... Reactants: ClC=1C=C(C(=O)OC)C=C(C1OC)OC(F)(F)F (Methyl 3-chloro-4-methoxy-5-trifluoromethoxybenzoate), O.[OH-].[Li+] (lithium hydroxide monohydrate). Run in O1CCCC1 (tetrahydrofuran), O (water). Conditions: time 2 hour. Yields the product ClC=1C=C(C(=O)O)C=C(C1OC)OC(F)(F)F (3-chloro-4-methoxy-5-trifluoromethoxybenzoic acid). The yield is 93.4%. RXN SMILES: [Cl:1][C:2]1[CH:3]=[C:4]([CH:9]=[C:10]([O:14][C:15]([F:18])([F:17])[F:16])[C:11]=1[O:12][CH3:13])[C:5]([O:7]C)=[O:6].O.[OH-].[Li+]>O1CCCC1.O>[Cl:1][C:2]1[CH:3]=[C:4]([CH:9]=[C:10]([O:14][C:15]([F:16])([F:17])[F:18])[C:11]=1[O:12][CH3:13])[C:5]([OH:7])=[O:6] |f:1.2.3|. Procedure: Methyl 3-chloro-4-methoxy-5-trifluoromethoxybenzoate (1.70 g) was dissolved in tetrahydrofuran (12 mL) and water (6 mL), and lithium hydroxide monohydrate (1.00 g) was added to the solution, and the mixture was stirred at room temperature for 2 hours. The solvent was distilled off under reduced pressure and 1N hydrochloric acid was added, and then the mixture was extracted with ethyl acetate. The organic layer was washed with water and saturated brine, and then dried over anhydrous sodium sulfat... The reactants are CCCCCC (hexane), COC=1C=C(C=C)C=CC1OC(C)=O (3-methoxy-4-acetoxystyrene), C(C)(=O)OC1=CC=C(C=C)C=C1 (4-acetoxystyrene), N(=NC(C(=O)OC)(C)C)C(C(=O)OC)(C)C (V-601). Run in O1CCCC1 (tetrahydrofuran). Run at temperature 65 celsius. The product is C(C)(=O)OC1=CC=C(C=C)C=C1.COC=1C=C(C=C)C=CC1OC(C)=O ((3-methoxy-4-acetoxystyrene)-(4-acetoxystyrene)). The yield is 170.0%. As a reaction SMILES: [CH3:1][O:2][C:3]1[CH:4]=[C:5]([CH:8]=[CH:9][C:10]=1[O:11][C:12](=[O:14])[CH3:13])[CH:6]=[CH2:7].C(OC1C=CC(C=C)=CC=1)(=O)C.N(C(C)(C)C(OC)=O)=NC(C)(C)C(OC)=O.CCCCCC>O1CCCC1>[C:12]([O:11][C:10]1[CH:9]=[CH:8][C:5]([CH:6]=[CH2:7])=[CH:4][CH:3]=1)(=[O:14])[CH3:13].[CH3:1][O:2][C:3]1[CH:4]=[C:5]([CH:8]=[CH:9][C:10]=1[O:11][C:12](=[O:14])[CH3:13])[CH:6]=[CH2:7] |f:5.6|. Procedure: In a reaction vessel, 96.1 g (0.5 mol) of 3-methoxy-4-acetoxystyrene (manufactured by Honshu Chemical Industry Co., Ltd.) and 81.1 g (0.5 mol) of 4-acetoxystyrene (manufactured by Honshu Chemical Industry Co., Ltd.) are dissolved in 400 ml of tetrahydrofuran, and nitrogen gas is streamed to the reaction solution while stirring. To the solution is added 23.0 g (0.1 mol) of polymerization initiator V-601 (manufactured by Wako Pure Chemical Industries), and the reaction solution is heated at 65° C....